From a dataset of the Open Reaction Database (ORD), a public repository of structured organic reaction records. describe an organic reaction: reactants, conditions, products, and yield The reactants are C(CCCCCCCCCCCCCCC)SCC(COC(C1=CC=CC=C1)(C1=CC=CC=C1)C1=CC=CC=C1)O (1-hexadecylthio-3-trityloxy-2-propanol), CN=C=O (methyl isocyanate). Reagents/catalysts: CN(C1=CC=NC=C1)C (4-dimethylaminopyridine). Run in ClCCl (dichloromethane). Run at time 72 hour. Yields the product C(CCCCCCCCCCCCCCC)SCC(COC(C1=CC=CC=C1)(C1=CC=CC=C1)C1=CC=CC=C1)OC(NC)=O (1-hexadecylthio-2-methylcarbamoyloxy-3-trityloxypropane). RXN SMILES: [CH2:1]([S:17][CH2:18][CH:19]([OH:41])[CH2:20][O:21][C:22]([C:35]1[CH:40]=[CH:39][CH:38]=[CH:37][CH:36]=1)([C:29]1[CH:34]=[CH:33][CH:32]=[CH:31][CH:30]=1)[C:23]1[CH:28]=[CH:27][CH:26]=[CH:25][CH:24]=1)[CH2:2][CH2:3][CH2:4][CH2:5][CH2:6][CH2:7][CH2:8][CH2:9][CH2:10][CH2:11][CH2:12][CH2:13][CH2:14][CH2:15][CH3:16].[CH3:42][N:43]=[C:44]=[O:45]>ClCCl.CN(C)C1C=CN=CC=1>[CH2:1]([S:17][CH2:18][CH:19]([O:41][C:44](=[O:45])[NH:43][CH3:42])[CH2:20][O:21][C:22]([C:35]1[CH:40]=[CH:39][CH:38]=[CH:37][CH:36]=1)([C:29]1[CH:30]=[CH:31][CH:32]=[CH:33][CH:34]=1)[C:23]1[CH:24]=[CH:25][CH:26]=[CH:27][CH:28]=1)[CH2:2][CH2:3][CH2:4][CH2:5][CH2:6][CH2:7][CH2:8][CH2:9][CH2:10][CH2:11][CH2:12][CH2:13][CH2:14][CH2:15][CH3:16]. Procedure details: To a solution of 1-hexadecylthio-3-trityloxy-2-propanol c1 4.6 g (8.0 mmol) in dichloromethane 100 ml are added 4-dimethylaminopyridine 1.17 g (9.6 mmol) and methyl isocyanate 4.72 ml (80 mmol). The solution is allowed to stand at room temperature for 72 hr and concentrated. The residue is chromatographed on SiO2 (46 g) and eluted with ethyl acetate:hexane (1:5) to give 1-hexadecylthio-2-methylcarbamoyloxy-3-trityloxypropane c2 as a crude oil (5.6 g). The oil is dissolved in dichloromethane 100 ... The reactants are BrCC1=CC(=C(C(=O)OCC)C=C1F)F (ethyl 4-(bromomethyl)-2,5-difluorobenzoate), ClC=1C=C(C=NC1OC(C)C)O (5-chloro-6-isopropoxypyridin-3-ol), C([O-])([O-])=O.[K+].[K+] (potassium carbonate). The solvent is CN(C=O)C (N,N-dimethylformamide). Reaction conditions: time 2 day. Yields the product ClC=1C=C(C=NC1OC(C)C)OCC1=CC(=C(C(=O)OCC)C=C1F)F (Ethyl 4-{[(5-chloro-6-isopropoxypyridin-3-yl)oxy]methyl}-2,5-difluorobenzoate). Yield: 144.0%. Reaction SMILES: Br[CH2:2][C:3]1[C:13]([F:14])=[CH:12][C:6]([C:7]([O:9][CH2:10][CH3:11])=[O:8])=[C:5]([F:15])[CH:4]=1.[Cl:16][C:17]1[CH:18]=[C:19]([OH:27])[CH:20]=[N:21][C:22]=1[O:23][CH:24]([CH3:26])[CH3:25].C(=O)([O-])[O-].[K+].[K+]>CN(C)C=O>[Cl:16][C:17]1[CH:18]=[C:19]([O:27][CH2:2][C:3]2[C:13]([F:14])=[CH:12][C:6]([C:7]([O:9][CH2:10][CH3:11])=[O:8])=[C:5]([F:15])[CH:4]=2)[CH:20]=[N:21][C:22]=1[O:23][CH:24]([CH3:25])[CH3:26] |f:2.3.4|. Procedure: To a solution of ethyl 4-(bromomethyl)-2,5-difluorobenzoate (Preparation 13, 200 mg, 0.72 mmol) in N,N-dimethylformamide (4 mL) at room temperature under nitrogen was added 5-chloro-6-isopropoxypyridin-3-ol (Preparation 6, 161 mg, 0.86 mmol) and potassium carbonate (198 mg, 1.43 mmol). The reaction was stirred at room temperature for 2 days, then partitioned between water and ethyl acetate (1:1 10 mL). The organic phase was washed with brine (10 mL), dried over magnesium sulfate, filtered and th... Starting materials: C1(=CC=CC2=CC=CC=C12)[C@]12C(OCC2C1)=O ((1S)-1-(1-naphthyl)-3-oxabicyclo[3.1.0]hexan-2-one), ClCCl (dichloromethane). Solvent: O1CCCC1 (tetrahydrofuran). Product: C1(=CC=CC2=CC=CC=C12)[C@]1(C(C1)CO)CO (((2S)-2-(1-naphthyl)-2-hydroxymethylcyclopropyl)methanol). Isolated yield 98.6%. Reaction SMILES: [C:1]1([C@:11]23[CH2:16][CH:15]2[CH2:14][O:13][C:12]3=[O:17])[C:10]2[C:5](=[CH:6][CH:7]=[CH:8][CH:9]=2)[CH:4]=[CH:3][CH:2]=1.ClCCl>O1CCCC1>[C:1]1([C@:11]2([CH2:12][OH:17])[CH2:16][CH:15]2[CH2:14][OH:13])[C:10]2[C:5](=[CH:6][CH:7]=[CH:8][CH:9]=2)[CH:4]=[CH:3][CH:2]=1. Reported procedure: BMS (0.2 mL, 0.8 mmol) was added to (1S)-1-(1-naphthyl)-3-oxabicyclo[3.1.0]hexan-2-one (90 mg, 0.4 mmol) in dry tetrahydrofuran (1 mL), under nitrogen atmosphere. The reaction mass was refluxed for 5 hours and monitored by TLC (dichloromethane (100%)). The reaction mass was quenched with 10% potassium carbonate solution. The aqueous layer was extracted with dichloromethane (2×10 mL). The combined organic layer was dried over anhydrous sodium sulphate, filtered and evaporated under reduced pressu... Starting materials: [N+](=O)([O-])C=1C=C(C(=O)Cl)C=CC1 (3-nitrobenzoyl chloride), [Cl-].[Al+3].[Cl-].[Cl-] (aluminum chloride), N1C=CC2=CC=CC=C12 (indole), C(C)(=O)OCC (ethyl acetate), ice water. The solvent is ClCCl (dichloromethane), ClCCl (dichloromethane), ClCCl (dichloromethane). Product: [N+](=O)([O-])C=1C=C(C(=O)C2=CNC3=CC=CC=C23)C=CC1 (3-(3-nitrobenzoyl)indole). Isolated yield 34.8%. RXN SMILES: [N+:1]([C:4]1[CH:5]=[C:6]([CH:10]=[CH:11][CH:12]=1)[C:7](Cl)=[O:8])([O-:3])=[O:2].[Cl-].[Al+3].[Cl-].[Cl-].[NH:17]1[C:25]2[C:20](=[CH:21][CH:22]=[CH:23][CH:24]=2)[CH:19]=[CH:18]1.C(OCC)(=O)C>ClCCl>[N+:1]([C:4]1[CH:5]=[C:6]([CH:10]=[CH:11][CH:12]=1)[C:7]([C:19]1[C:20]2[C:25](=[CH:24][CH:23]=[CH:22][CH:21]=2)[NH:17][CH:18]=1)=[O:8])([O-:3])=[O:2] |f:1.2.3.4|. Procedure details: A solution of 3-nitrobenzoyl chloride (4.76 g) in dichloromethane (20 ml) was added to a suspension of aluminum chloride (3.42 g) in dichloromethane (50 ml) at 25° C., and the mixture was stirred at the same temperature for an hour. A solution of indole (3.0 g) in dichloromethane (20 ml) was added to the mixture at 25° C. After stirring for an hour at 25° C., the reaction mixture was poured into a mixture of ethyl acetate and ice water. The organic layer was separated, washed with water, and dri... The reactants are O=C1CCC(=O)N1Br, CN(C)C=O, CCOC(C)=O, CC(C)(CC(O)(CNc1ccc2c(c1)COC2=O)C(F)(F)F)c1cc(F)ccc1O. The product is CC(C)(CC(O)(CNc1ccc2c(c1Br)COC2=O)C(F)(F)F)c1cc(F)ccc1O. Reaction SMILES: [Br:31][N:32]1[C:33](=[O:34])[CH2:35][CH2:36][C:37]1=[O:38].[CH3:39][N:40]([CH3:41])[CH:42]=[O:43].[CH3:44][CH2:45][O:46][C:47](=[O:48])[CH3:49].[F:1][c:2]1[cH:3][cH:4][c:5]([OH:30])[c:6]([C:8]([CH2:9][C:10]([CH2:11][NH:12][c:13]2[cH:14][c:15]3[c:20]([cH:21][cH:22]2)[C:18](=[O:19])[O:17][CH2:16]3)([C:23]([F:24])([F:25])[F:26])[OH:27])([CH3:28])[CH3:29])[cH:7]1>>[F:1][c:2]1[cH:3][cH:4][c:5]([OH:30])[c:6]([C:8]([CH2:9][C:10]([CH2:11][NH:12][c:13]2[c:14]([Br:31])[c:15]3[c:20]([cH:21][cH:22]2)[C:18](=[O:19])[O:17][CH2:16]3)([C:23]([F:24])([F:25])[F:26])[OH:27])([CH3:28])[CH3:29])[cH:7]1. Reactants: 31g, BrCC(=O)OCC (ethyl bromoacetate), [H-].[Al+3].[Li+].[H-].[H-].[H-] (lithium aluminium hydride), ClC=1C=CC2=C(C3(N(CC(N2)=O)CCO3)C3=C(C=CC=C3)F)C1 (10-chloro-11b-(2-fluorophenyl)-2,3,5,11b-tetrahydrooxazolo[3,2-d][1,4]benzodiazepin-6(7H)-one), [H-].[Na+] (sodium hydride). Run in CN(C=O)C (N,N-dimethylformamide), O1CCCC1 (tetrahydrofuran), O (water), CN(C=O)C (N,N-dimethylformamide). Run at time 0.5 hour. Product: ClC=1C=CC2=C(C3(N(CC(N2CCO)=O)CCO3)C3=C(C=CC=C3)F)C1 (10-Chloro-11b-(2-fluorophenyl)-7-(2-hydroxyethyl)-2,3,5,11b-tetrahydrooxazolo[3,2-d][1,4]benzodiazepin-6(7H)-one). Reaction SMILES: [Cl:1][C:2]1[CH:3]=[CH:4][C:5]2[NH:11][C:10](=[O:12])[CH2:9][N:8]3[CH2:13][CH2:14][O:15][C:7]3([C:16]3[CH:21]=[CH:20][CH:19]=[CH:18][C:17]=3[F:22])[C:6]=2[CH:23]=1.[H-].[Na+].Br[CH2:27][C:28](OCC)=[O:29].[H-].[Al+3].[Li+].[H-].[H-].[H-]>CN(C)C=O.O1CCCC1.O>[Cl:1][C:2]1[CH:3]=[CH:4][C:5]2[N:11]([CH2:27][CH2:28][OH:29])[C:10](=[O:12])[CH2:9][N:8]3[CH2:13][CH2:14][O:15][C:7]3([C:16]3[CH:21]=[CH:20][CH:19]=[CH:18][C:17]=3[F:22])[C:6]=2[CH:23]=1 |f:1.2,4.5.6.7.8.9|. Reported procedure: A solution of 33.3g (0.1 M) of 10-chloro-11b-(2-fluorophenyl)-2,3,5,11b-tetrahydrooxazolo[3,2-d][1,4]benzodiazepin-6(7H)-one in 100 ml of dry N,N-dimethylformamide was treated with 6.6g (0.138 M) of a 50 percent dispersion of sodium hydride in mineral oil. The mixture was stirred for 0.5 hour at room temperature, was then cooled to 5°-10° and treated with a solution of 31g (0.186 M) of ethyl bromoacetate in 25 ml of dry N,N-dimethylformamide. The resulting mixture was allowed to stir at room tem... The reactants are CS(=O)(=O)Cl, CNCC(O)c1ccc(O)cc1, CN(C)c1ccncc1, Cn1cc(C(=O)NCc2ccc(Cl)cc2)c(=O)c2cc(CO)sc21, CN(C)C=O, O, Cc1cc(C)nc(C)c1. Yields the product CN(Cc1cc2c(=O)c(C(=O)NCc3ccc(Cl)cc3)cn(C)c2s1)CC(O)c1ccc(O)cc1. As a reaction SMILES: [CH3:34][S:35](=[O:36])(=[O:37])[Cl:38].[CH3:39][NH:40][CH2:41][CH:42]([OH:43])[c:44]1[cH:45][cH:46][c:47]([OH:48])[cH:49][cH:50]1.[CH3:56][N:57]([c:58]1[cH:59][cH:60][n:61][cH:62][cH:63]1)[CH3:64].[Cl:1][c:2]1[cH:3][cH:4][c:5]([CH2:6][NH:7][C:8](=[O:9])[c:10]2[c:11](=[O:22])[c:12]3[c:13]([n:14]([CH3:16])[cH:15]2)[s:17][c:18]([CH2:20][OH:21])[cH:19]3)[cH:23][cH:24]1.[O:51]=[CH:52][N:53]([CH3:54])[CH3:55].[OH2:65].[n:25]1[c:26]([CH3:27])[cH:28][c:29]([CH3:30])[cH:31][c:32]1[CH3:33]>>[Cl:1][c:2]1[cH:3][cH:4][c:5]([CH2:6][NH:7][C:8](=[O:9])[c:10]2[c:11](=[O:22])[c:12]3[c:13]([n:14]([CH3:16])[cH:15]2)[s:17][c:18]([CH2:20][N:40]([CH3:39])[CH2:41][CH:42]([OH:43])[c:44]2[cH:45][cH:46][c:47]([OH:48])[cH:49][cH:50]2)[cH:19]3)[cH:23][cH:24]1. The reactants are Cc1ccc(OCCN2CCOCC2)cc1[N+](=O)[O-], CO. Product: Cc1ccc(OCCN2CCOCC2)cc1N. As a reaction SMILES: [CH3:1][c:2]1[c:3]([N+:17]([O-:18])=[O:19])[cH:4][c:5]([O:6][CH2:7][CH2:8][N:9]2[CH2:10][CH2:11][O:12][CH2:13][CH2:14]2)[cH:15][cH:16]1.[CH3:20][OH:21]>>[CH3:1][c:2]1[c:3]([NH2:17])[cH:4][c:5]([O:6][CH2:7][CH2:8][N:9]2[CH2:10][CH2:11][O:12][CH2:13][CH2:14]2)[cH:15][cH:16]1. Reactants: [BH4-].[Na+] (sodium borohydride), C1(=CC=CC=C1)NC1=NC(=NC=C1C=S)C (4-phenylamino-2-methylthiopyrimidine-5-carboxaldehyde), ClC1=C(N)C(=CC=C1)Cl (2,6-dichloroaniline), C1(=CC=C(C=C1)S(=O)(=O)O)C (4-toluenesulfonic acid). Run in CO (methanol), C1(=CC=CC=C1)C (toluene), O (water). Reaction conditions: time 30 minute. Product: ClC1=C(C(=CC=C1)Cl)NCC=1C(=NC(=NC1)SC)NC1=CC=CC=C1 (5-(2,6-dichlorophenyl)aminomethyl-4-phenylamino-2-methylthiopyrimidine). The yield is 209.5%. RXN SMILES: [C:1]1([NH:7][C:8]2[C:13]([CH:14]=S)=[CH:12][N:11]=[C:10](C)[N:9]=2)[CH:6]=[CH:5][CH:4]=[CH:3][CH:2]=1.[Cl:17][C:18]1[CH:24]=[CH:23][CH:22]=[C:21]([Cl:25])[C:19]=1[NH2:20].C1(C)C=C[C:29]([S:32](O)(=O)=O)=CC=1.[BH4-].[Na+]>C1(C)C=CC=CC=1.CO.O>[Cl:17][C:18]1[CH:24]=[CH:23][CH:22]=[C:21]([Cl:25])[C:19]=1[NH:20][CH2:14][C:13]1[C:8]([NH:7][C:1]2[CH:2]=[CH:3][CH:4]=[CH:5][CH:6]=2)=[N:9][C:10]([S:32][CH3:29])=[N:11][CH:12]=1 |f:3.4|. Reported procedure: A mixture of 700 mg (2.9 mmol) of 4-phenylamino-2-methylthiopyrimidine-5-carboxaldehyde, 490 mg (3.0 mmol) of 2,6-dichloroaniline and 100 mg (0.5 mmol) of 4-toluenesulfonic acid in 50 ml of toluene was heated at reflux with the azeotropic removal of water for 18 hours. The mixture was cooled and evaporated. 50 ml of methanol and 400 mg (11.7 mmol) of sodium borohydride were added and the mixture was heated at reflux for 20 minutes, cooled and then evaporated. The residue was stirred in a mixture... Starting materials: CO, COc1cccc(C(Cl)C(Cl)(Cl)Cl)c1, [Na+], [OH-]. The product is COc1cccc(C(Cl)=C(Cl)Cl)c1. Reaction SMILES: [CH3:17][OH:18].[CH3:3][O:4][c:5]1[cH:6][c:7]([CH:11]([C:12]([Cl:13])([Cl:14])[Cl:15])[Cl:16])[cH:8][cH:9][cH:10]1.[Na+:2].[OH-:1]>>[CH3:3][O:4][c:5]1[cH:6][c:7]([C:11](=[C:12]([Cl:13])[Cl:14])[Cl:16])[cH:8][cH:9][cH:10]1.